Dataset: the Open Reaction Database (ORD), a public repository of structured organic reaction records. Task: describe an organic reaction: reactants, conditions, products, and yield Starting materials: C1(CC1)C=1C(=CC(=NC1)C(=O)O)O[C@H](C(F)(F)F)C (5-Cyclopropyl-4-((S)-2,2,2-trifluoro-1-methyl-ethoxy)-pyridine-2-carboxylic acid), NC(C#N)C(C)(C)C (2-Amino-3,3-dimethyl-butyronitrile). Yields the product C(#N)C(C(C)(C)C)NC(=O)C1=NC=C(C(=C1)O[C@H](C(F)(F)F)C)C1CC1 (N-(1-cyano-2,2-dimethyl-propyl)-5-cyclopropyl-4-[(1S)-2,2,2-trifluoro-1-methyl-ethoxy]pyridine-2-carboxamide). Reaction SMILES: [CH:1]1([C:4]2[C:5]([O:13][C@@H:14]([CH3:19])[C:15]([F:18])([F:17])[F:16])=[CH:6][C:7]([C:10]([OH:12])=O)=[N:8][CH:9]=2)[CH2:3][CH2:2]1.[NH2:20][CH:21]([C:24]([CH3:27])([CH3:26])[CH3:25])[C:22]#[N:23]>>[C:22]([CH:21]([NH:20][C:10]([C:7]1[CH:6]=[C:5]([O:13][C@@H:14]([CH3:19])[C:15]([F:18])([F:17])[F:16])[C:4]([CH:1]2[CH2:2][CH2:3]2)=[CH:9][N:8]=1)=[O:12])[C:24]([CH3:27])([CH3:26])[CH3:25])#[N:23]. Reported procedure: The title compound was synthesized in analogy to Example 112e, using 5-Cyclopropyl-4-((S)-2,2,2-trifluoro-1-methyl-ethoxy)-pyridine-2-carboxylic acid (Example 68a) and 2-Amino-3,3-dimethyl-butyronitrile (CAN 77425-86-6) as starting materials and isolated (2 g, 99%); MS (ESI, m/z): 370.6 (M+H+). The reactants are BrC1=NC(=CC=C1)C(F)(F)F (2-Bromo-6-(trifluoromethyl)pyridine), N1C(CNCC1)C(=O)OCC (ethyl piperazine-2-carboxylate), C(C)(C)N(C(C)C)CC (N,N-diisopropylethylamine). The solvent is CS(=O)C (dimethyl sulfoxide). Reaction conditions: temperature 80 celsius, time 4 day. The product is FC(C1=CC=CC(=N1)N1CC(NCC1)C(=O)OCC)(F)F (ethyl 4-(6-(trifluoromethyl)pyridin-2-yl)piperazine-2-carboxylate). RXN SMILES: Br[C:2]1[CH:7]=[CH:6][CH:5]=[C:4]([C:8]([F:11])([F:10])[F:9])[N:3]=1.[NH:12]1[CH2:17][CH2:16][NH:15][CH2:14][CH:13]1[C:18]([O:20][CH2:21][CH3:22])=[O:19].C(N(CC)C(C)C)(C)C>CS(C)=O>[F:9][C:8]([F:11])([F:10])[C:4]1[N:3]=[C:2]([N:15]2[CH2:16][CH2:17][NH:12][CH:13]([C:18]([O:20][CH2:21][CH3:22])=[O:19])[CH2:14]2)[CH:7]=[CH:6][CH:5]=1. Procedure: 2-Bromo-6-(trifluoromethyl)pyridine (13.56 g, 60 mmol) and ethyl piperazine-2-carboxylate (U.S. Patent App. Publ. US2004/0147559, 9.49 g, 60.0 mmol) were mixed in dry dimethyl sulfoxide (40 mL) and then treated with N,N-diisopropylethylamine (31.1 mL, 180 mmol). The mixture was heated to 80° C. and stirred for 4 days. The solution was concentrated, and the residue was purified on a silica gel column (hexane:ethyl acetate=1:3) to give the title compound. 1H NMR (300 MHz, methanol-d4) δ ppm 1.27 (... The reactants are C1CNCCN1, CN1CCCC1=O, Nc1cc([N+](=O)[O-])ccc1F. Product: Nc1cc([N+](=O)[O-])ccc1N1CCNCC1. RXN SMILES: [CH2:12]1[CH2:13][NH:14][CH2:15][CH2:16][NH:17]1.[CH3:18][N:19]1[CH2:20][CH2:21][CH2:22][C:23]1=[O:24].[F:1][c:2]1[c:3]([NH2:11])[cH:4][c:5]([N+:8](=[O:9])[O-:10])[cH:6][cH:7]1>>[c:2]1([N:14]2[CH2:13][CH2:12][NH:17][CH2:16][CH2:15]2)[c:3]([NH2:11])[cH:4][c:5]([N+:8](=[O:9])[O-:10])[cH:6][cH:7]1. The reactants are COc1cnc(COC(C)=O)cc1OS(=O)(=O)C(F)(F)F, O=C([O-])[O-], CCOC(C)=O, CB1OB(C)OB(C)O1, [K+], [K+], C1COCCO1, O, c1ccc(P(c2ccccc2)(c2ccccc2)[Pd](P(c2ccccc2)(c2ccccc2)c2ccccc2)(P(c2ccccc2)(c2ccccc2)c2ccccc2)P(c2ccccc2)(c2ccccc2)c2ccccc2)cc1. Product: COc1cnc(COC(C)=O)cc1C. RXN SMILES: [C:1]([CH3:2])(=[O:3])[O:4][CH2:5][c:6]1[n:7][cH:8][c:9]([O:20][CH3:21])[c:10]([O:12][S:13]([C:14]([F:15])([F:16])[F:17])(=[O:18])=[O:19])[cH:11]1.[C:22](=[O:23])([O-:24])[O-:25].[CH3:121][CH2:122][O:123][C:124](=[O:125])[CH3:126].[CH3:28][B:29]1[O:30][B:31]([CH3:32])[O:33][B:34]([CH3:35])[O:36]1.[K+:26].[K+:27].[O:38]1[CH2:39][CH2:40][O:41][CH2:42][CH2:43]1.[OH2:37].[cH:44]1[cH:45][cH:46][c:47]([P:48]([Pd:49]([P:50]([c:51]2[cH:52][cH:53][cH:54][cH:55][cH:56]2)([c:57]2[cH:58][cH:59][cH:60][cH:61][cH:62]2)[c:63]2[cH:64][cH:65][cH:66][cH:67][cH:68]2)([P:69]([c:70]2[cH:71][cH:72][cH:73][cH:74][cH:75]2)([c:76]2[cH:77][cH:78][cH:79][cH:80][cH:81]2)[c:82]2[cH:83][cH:84][cH:85][cH:86][cH:87]2)[P:88]([c:89]2[cH:90][cH:91][cH:92][cH:93][cH:94]2)([c:95]2[cH:96][cH:97][cH:98][cH:99][cH:100]2)[c:101]2[cH:102][cH:103][cH:104][cH:105][cH:106]2)([c:107]2[cH:108][cH:109][cH:110][cH:111][cH:112]2)[c:113]2[cH:114][cH:115][cH:116][cH:117][cH:118]2)[cH:119][cH:120]1>>[C:1]([CH3:2])(=[O:3])[O:4][CH2:5][c:6]1[n:7][cH:8][c:9]([O:20][CH3:21])[c:10]([CH3:22])[cH:11]1. Starting materials: FC1=CC=C(C=O)C=C1 (p-fluorobenzaldehyde), [Cl-].[NH4+] (ammonium chloride), C(C)OCCOCC1=C(C=CC(=C1)COCCOCC)Br (2,4-bis(1′-ethoxyethoxymethyl)bromobenzene), C(C)OCCOCC1=C(C(=CC=C1)COCCOCC)Br (2,6-bis(1′-ethoxyethoxymethyl)bromobenzene), C(CCC)[Li] (n-butyllithium). Run in O1CCCC1 (tetrahydrofuran), CCCCCC (hexane). Run at temperature -40 celsius. Yields the product FC1=CC=C(C=C1)C1OCC2=CC(=CC=C12)CO (1-(4′-fluorophenyl)-1,3-dihydroisobenzofuran-5-ylmethanol). Yield: 88.7%. RXN SMILES: C(OCC[O:6][CH2:7][C:8]1[CH:13]=[C:12]([CH2:14][O:15][CH2:16][CH2:17]OCC)[CH:11]=[CH:10][C:9]=1Br)C.C(OCCOCC1C=CC=C(COCCOCC)C=1Br)C.C([Li])CCC.[F:48][C:49]1[CH:56]=[CH:55]C(C=O)=[CH:51][CH:50]=1.[Cl-].[NH4+]>O1CCCC1.CCCCCC>[F:48][C:49]1[CH:56]=[CH:55][C:17]([CH:16]2[C:11]3[C:12](=[CH:13][C:8]([CH2:7][OH:6])=[CH:9][CH:10]=3)[CH2:14][O:15]2)=[CH:51][CH:50]=1 |f:4.5|. Reported procedure: An about 93:7 mixture (34.7 g) of 2,4-bis(1′-ethoxyethoxymethyl)bromobenzene and 2,6-bis(1′-ethoxyethoxymethyl)bromobenzene was dissolved in dehydrated tetrahydrofuran (250 ml) under a nitrogen atmosphere and cooled to −40° C. Thereto was added dropwise a hexane solution (1.57 mol/L, 64.3 ml) of n-butyllithium at a temperature of from −40° C. to −30° C. The mixture was heated to −20° C. and thereto was added dropwise p-fluorobenzaldehyde (12.5 g). The mixture was allowed to warm to 15° C. over 1... The reactants are C(C1=CC=CC=C1)(=O)NC1=C2N=CN(C2=NC=N1)[C@H]1[C@H](O)[C@@H]([C@H](O1)C(=O)O)NC(CC1=CC=CC=C1)=O (1-(6-benzoylamino-9H-purin-9-yl)-3-(phenylacetylamino)-1,3-dideoxy-β-D-ribofuranuronic acid), C(CCC)N (n-butylamine). Product: NC1=C2N=CN(C2=NC=N1)[C@H]1[C@H](O)[C@@H]([C@H](O1)C(=O)O)NC(CC1=CC=CC=C1)=O (1-(6-Amino-9H-purin-9-yl)-3-(phenylacetylamino)-1,3-dideoxy-β-D-ribofuranuronic acid). The yield is 36.0%. RXN SMILES: C([NH:9][C:10]1[N:18]=[CH:17][N:16]=[C:15]2[C:11]=1[N:12]=[CH:13][N:14]2[C@@H:19]1[O:24][C@H:23]([C:25]([OH:27])=[O:26])[C@@H:22]([NH:28][C:29](=[O:37])[CH2:30][C:31]2[CH:36]=[CH:35][CH:34]=[CH:33][CH:32]=2)[C@H:20]1[OH:21])(=O)C1C=CC=CC=1.C(N)CCC>>[NH2:9][C:10]1[N:18]=[CH:17][N:16]=[C:15]2[C:11]=1[N:12]=[CH:13][N:14]2[C@@H:19]1[O:24][C@H:23]([C:25]([OH:27])=[O:26])[C@@H:22]([NH:28][C:29](=[O:37])[CH2:30][C:31]2[CH:36]=[CH:35][CH:34]=[CH:33][CH:32]=2)[C@H:20]1[OH:21]. Reported procedure: 1-(6-Amino-9H-purin-9-yl)-3-(phenylacetylamino)-1,3-dideoxy-β-D-ribofuranuronic acid (97 mg) was prepared by reacting 1-(6-benzoylamino-9H-purin-9-yl)-3-(phenylacetylamino-1,3-dideoxy-β-D-ribofuranuronic acid (340 mg) prepared in Example 17 with n-butylamine according to a similar manner to that of Example 23, mp. 159°-165° C. (dec.). The reactants are N1CCNCC1 (piperazine), C([O-])([O-])=O.[Na+].[Na+] (sodium carbonate), ClCCN1CCCCC1 (N-(2-chloroethyl)piperidine). Run in C(CCCC)O (1-pentanol), C(CCCC)O (1-pentanol). Conditions: time 4 hour. Yields the product N1(CCCCC1)CCN1CCNCC1 (N-(2-Piperidinoethyl)piperazine). RXN SMILES: [NH:1]1[CH2:6][CH2:5][NH:4][CH2:3][CH2:2]1.C(=O)([O-])[O-].[Na+].[Na+].Cl[CH2:14][CH2:15][N:16]1[CH2:21][CH2:20][CH2:19][CH2:18][CH2:17]1>C(O)CCCC>[N:16]1([CH2:15][CH2:14][N:1]2[CH2:6][CH2:5][NH:4][CH2:3][CH2:2]2)[CH2:21][CH2:20][CH2:19][CH2:18][CH2:17]1 |f:1.2.3|. Procedure: To a mixture of anhydrous piperazine, 10.0 grams, (0.116 moles) and sodium carbonate (12.3 grams, 0.116 moles) in 70 cc of 1-pentanol brought to the boiling point, is added slowly over a period of four hours, N-(2-chloroethyl)piperidine, (11.3 grams; 0.077 moles) diluted with 150 cc of 1-pentanol. After boiling for an additional period of four hours, the mixture is allowed to cool, it is then filtered and evaporated under reduced pressure. The oily residue is subjected to column chromatography u...